The task is: describe an organic reaction: reactants, conditions, products, and yield. This data is from the Open Reaction Database (ORD), a public repository of structured organic reaction records. Starting materials: BrC1(C(NCCC1)=O)C (3-bromo-3-methyl-2-piperidone), [Na] (sodium), O=C1NS(C2=C1C=CC=C2)(=O)=O (2,3-dihydro-3-oxo-1,2-benzisothiazol-1,1-dioxide), O (water). The solvent is CN(C=O)C (dimethyl formamide). Conditions: time 30 minute. Yields the product O=S1(N(C(C2=C1C=CC=C2)=O)C2(C(NCCC2)=O)C)=O (3-(2,3-Dihydro-1,1-dioxido-3-oxo-1,2-benzisothiazol-2-yl)-3-methyl-2-oxo-piperidine). The yield is 24.0%. Reaction SMILES: Br[C:2]1([CH3:9])[CH2:7][CH2:6][CH2:5][NH:4][C:3]1=[O:8].[Na].[O:11]=[C:12]1[C:16]2[CH:17]=[CH:18][CH:19]=[CH:20][C:15]=2[S:14](=[O:22])(=[O:21])[NH:13]1.O>CN(C)C=O>[O:21]=[S:14]1(=[O:22])[C:15]2[CH:20]=[CH:19][CH:18]=[CH:17][C:16]=2[C:12](=[O:11])[N:13]1[C:2]1([CH3:9])[CH2:7][CH2:6][CH2:5][NH:4][C:3]1=[O:8] |^1:9|. Procedure: 6.8 g of 3-bromo-3-methyl-2-piperidone and 8 g of the dried sodium salt of 2,3-dihydro-3-oxo-1,2-benzisothiazol-1,1-dioxide are heated while stirring to 110°-115° in 25 ml of distilled dimethyl formamide for a period of 75 minutes. After cooling 75 ml of water are added and the stirring is continued for further 30 minutes. The precipitate is filtered off, washed with water, dried in a vacuum at 80° C. and then recrystallized from n-butanol. 3-(2,3-Dihydro-1,1-dioxido-3-oxo-1,2-benzisothiazol-2-y... The reactants are C(=C)C(=O)C (Methyl vinyl ketone), [Si](C)(C)(C(C)(C)C)ON (O-(tert-butyldimethylsilyl)hydroxylamine). Run in C(Cl)Cl (CH2Cl2). Run at temperature 5 celsius, time 18 hour. Yields the product [Si](C)(C)(C(C)(C)C)ON=C(C=C)C (1-(tert-butyldimethylsilyloxy)-2-methyl-1-aza-1,3-butadiene). RXN SMILES: [CH:1]([C:3]([CH3:5])=O)=[CH2:2].[Si:6]([O:13][NH2:14])([C:9]([CH3:12])([CH3:11])[CH3:10])([CH3:8])[CH3:7]>C(Cl)Cl>[Si:6]([O:13][N:14]=[C:3]([CH3:5])[CH:1]=[CH2:2])([C:9]([CH3:12])([CH3:11])[CH3:10])([CH3:8])[CH3:7]. Procedure details: The procedure followed was that described by Behforouz et al., J. Org. Chem. 58:7089-7091 (1993). In a 50 mL round bottom flask, dry 4 Å molecular sieves (Fisher, 3.4 g) were added to dry CH2Cl2 (distilled from CaH2, 10 mL) and cooled to 5° C. with an ice bath. Methyl vinyl ketone (Aldrich, new bottle, used without purification, 0.725 mL, 0.618 g, 3.84 mmol) was added. A solution of O-(tert-butyldimethylsilyl)hydroxylamine (Aldrich, used without purification, 1.0 g, 6.80 mmol) in dry CH2Cl2 (dis... The reactants are C(=O)(N1C=NC=C1)N1C=NC=C1 (1,1′-Carbonyldiimidazole), CC=1C=C(C(=O)O)C=C(C1[N+](=O)[O-])C (3,5-dimethyl-4-nitrobenzoic acid), N1CCOCC1 (morpholine). Solvent: O1CCCC1 (tetrahydrofuran). Run at time 3 hour. Product: CC=1C=C(C=C(C1[N+](=O)[O-])C)C(=O)N1CCOCC1 ((3,5-Dimethyl-4-nitrophenyl)(morpholino)methanone). RXN SMILES: C(N1C=CN=C1)(N1C=CN=C1)=O.[CH3:13][C:14]1[CH:15]=[C:16]([CH:20]=[C:21]([CH3:26])[C:22]=1[N+:23]([O-:25])=[O:24])[C:17]([OH:19])=O.[NH:27]1[CH2:32][CH2:31][O:30][CH2:29][CH2:28]1>O1CCCC1>[CH3:26][C:21]1[CH:20]=[C:16]([C:17]([N:27]2[CH2:32][CH2:31][O:30][CH2:29][CH2:28]2)=[O:19])[CH:15]=[C:14]([CH3:13])[C:22]=1[N+:23]([O-:25])=[O:24]. Procedure details: 1,1′-Carbonyldiimidazole (1.66 g) is added to a solution of 3,5-dimethyl-4-nitrobenzoic acid (1 g) in tetrahydrofuran (10 mL). The mixture is stirred for 3 hours at room temperature, morpholine (0.9 mL) is added and the mixture is stirred for further 30 minutes. After concentration the mixture is diluted with ethyl acetate and washed with hydrochloric acid (0.2 M), saturated aqueous NaHCO3 solution and brine. The organic phase is dried (Na2SO4) and concentrated to give the title compound. Yield:... The reactants are F[B-](F)(F)F, COC(=O)c1c(O)cccc1OCCCCN, CCN(C(C)C)C(C)C, Cl, Nc1ccc(CCC(=O)O)c2ccccc12, CN(C)C=O, O, CN(C)C(On1nnc2ccccc21)=[N+](C)C. Yields the product COC(=O)c1c(O)cccc1OCCCCNC(=O)CCc1ccc(N)c2ccccc12. Reaction SMILES: [B-:35]([F:36])([F:37])([F:38])[F:39].[CH3:18][O:19][C:20]([c:21]1[c:22]([O:28][CH2:29][CH2:30][CH2:31][CH2:32][NH2:33])[cH:23][cH:24][cH:25][c:26]1[OH:27])=[O:34].[CH:57]([N:58]([CH2:59][CH3:60])[CH:61]([CH3:62])[CH3:63])([CH3:64])[CH3:65].[ClH:17].[NH2:1][c:2]1[cH:3][cH:4][c:5]([CH2:12][CH2:13][C:14](=[O:15])[OH:16])[c:6]2[cH:7][cH:8][cH:9][cH:10][c:11]12.[O:66]=[CH:67][N:68]([CH3:69])[CH3:70].[OH2:71].[n:40]1([O:41][C:42](=[N+:43]([CH3:44])[CH3:45])[N:46]([CH3:47])[CH3:48])[c:49]2[cH:50][cH:51][cH:52][cH:53][c:54]2[n:55][n:56]1>>[NH2:1][c:2]1[cH:3][cH:4][c:5]([CH2:12][CH2:13][C:14](=[O:16])[NH:33][CH2:32][CH2:31][CH2:30][CH2:29][O:28][c:22]2[c:21]([C:20]([O:19][CH3:18])=[O:34])[c:26]([OH:27])[cH:25][cH:24][cH:23]2)[c:6]2[cH:7][cH:8][cH:9][cH:10][c:11]12. Reactants: ester, COC(C1=C(C=CC(=C1)C=1SC=C(N1)C1=CC(=C(C=C1)Cl)Cl)Br)=O (2-bromo-5-[4-(3,4-dichloro-phenyl)-thiazol-2-yl]-benzoic acid methyl ester), COC(C1=C(C=CC(=C1)C=1SC=C(N1)C1=CC(=C(C=C1)Cl)Cl)Br)=O (2-bromo-5-[4-(3,4-dichloro-phenyl)-thiazol-2-yl]-benzoic acid methyl ester), Cl.N1=C(C(=CC=C1)B(O)O)C (2-picoline-3-boronic acid hydrochloride salt). The product is ClC=1C=C(C=CC1Cl)C=1N=C(SC1)C=1C=CC(=C(C(=O)O)C1)C=1C(=NC=CC1)C (5-[4-(3,4-dichloro-phenyl)-thiazol-2-yl]-2-(2-methyl-pyridin-3-yl)-benzoic acid). Procedure: Using the conditions of General Procedure C for Suzuki Coupling and Hydrolysis in Parallel Mode, 2-bromo-5-[4-(3,4-dichloro-phenyl)-thiazol-2-yl]-benzoic acid methyl ester (which may be prepared as described for Intermediate 6; 111 mg, 0.25 mmol) was reacted with 2-picoline-3-boronic acid hydrochloride salt (available from Combi-Blocks Inc.; 87 mg, 0.5 mmol). The resulting ester was hydrolyzed and the acid was purified to give 5-[4-(3,4-dichloro-phenyl)-thiazol-2-yl]-2-(2-methyl-pyridin-3-yl)-be... As a reaction SMILES: C[O:2][C:3](=[O:24])[C:4]1[CH:9]=[C:8]([C:10]2[S:11][CH:12]=[C:13]([C:15]3[CH:20]=[CH:19][C:18]([Cl:21])=[C:17]([Cl:22])[CH:16]=3)[N:14]=2)[CH:7]=[CH:6][C:5]=1Br.Cl.[N:26]1[CH:31]=[CH:30][CH:29]=[C:28](B(O)O)[C:27]=1[CH3:35]>>[Cl:22][C:17]1[CH:16]=[C:15]([C:13]2[N:14]=[C:10]([C:8]3[CH:7]=[CH:6][C:5]([C:28]4[C:27]([CH3:35])=[N:26][CH:31]=[CH:30][CH:29]=4)=[C:4]([CH:9]=3)[C:3]([OH:2])=[O:24])[S:11][CH:12]=2)[CH:20]=[CH:19][C:18]=1[Cl:21] |f:1.2|. The yield is 58.9%. The reactants are P(=O)(Cl)(Cl)Cl (Phosphorous oxychloride), OC1=NC=CC(=C1[N+](=O)[O-])O (2,4-dihydroxy-3-nitropyridine). The reagents and catalysts are [Cl-].C(C1=CC=CC=C1)[N+](CC)(CC)CC (benzyl triethylammonium chloride). Run in C(C)#N (acetonitrile). Run at temperature 60 celsius, time 3 hour. Product: ClC1=C(C(=NC=C1)O)[N+](=O)[O-] (4-Chloro-2-hydroxy-3-nitropyridine). Reaction SMILES: P(Cl)(Cl)([Cl:3])=O.[OH:6][C:7]1[C:12]([N+:13]([O-:15])=[O:14])=[C:11](O)[CH:10]=[CH:9][N:8]=1>[Cl-].C([N+](CC)(CC)CC)C1C=CC=CC=1.C(#N)C>[Cl:3][C:11]1[CH:10]=[CH:9][N:8]=[C:7]([OH:6])[C:12]=1[N+:13]([O-:15])=[O:14] |f:2.3|. Procedure: Phosphorous oxychloride (63.4 mL, 0.68 mol) was added dropwise to a stirred mixture of 2,4-dihydroxy-3-nitropyridine (28.92 g, 0.17 mol) and benzyl triethylammonium chloride (155 g, 0.68 mol) in acetonitrile (560 mL). The reaction mixture was warmed to 60° C. for 1 h then was heated to reflux for 1 h. The reaction was cooled and the volatiles were evaporated in vacuo. An ice/water slurry (500 mL) was added to the residual oil and the mixture was stirred for 3 h at 0° C. The solids were collected... Starting materials: COC1=CC=C(C=C1)C(C(CC(=O)OC)C)=O (Methyl 4-methoxy-gamma-oxo-beta-methylbenzenebutanoate), Br (HBr), C(C)(=O)O (acetic acid). Solvent: O (water). Yields the product OC1=CC=C(C=C1)C(C(CC(=O)OC)C)=O (methyl 4-hydroxy-gamma-oxo-beta-methylbenzenebutanoate). RXN SMILES: C[O:2][C:3]1[CH:8]=[CH:7][C:6]([C:9](=[O:17])[CH:10]([CH3:16])[CH2:11][C:12]([O:14][CH3:15])=[O:13])=[CH:5][CH:4]=1.Br.C(O)(=O)C>O>[OH:2][C:3]1[CH:4]=[CH:5][C:6]([C:9](=[O:17])[CH:10]([CH3:16])[CH2:11][C:12]([O:14][CH3:15])=[O:13])=[CH:7][CH:8]=1. Procedure: A mixture of the ester from Example 70, Step A (8.15 g), 48% HBr (40 ml) and acetic acid (80 ml) was refluxed for 4 days, then poured into water (250 ml) and extracted with ethyl acetate. The extracts were washed with water and dried (Na2SO4) and evaporated to an oil which was treated with 10% HCl in methanol (150 ml) for 18 hours. The volatiles were removed by evaporation and the residue was taken up in CH2Cl2, washed with water, brine, dried, evaporated to dryness then purified by chromatograp... Yields the product BrC1=CC=C(\C=C/C(C2=CC=CC=C2)SC(C2=CC=CC=C2)\C=C/C2=CC=C(C=C2)Br)C=C1 ((Z)-4-bromostyryl benzylsulfide). Reactants: BrC1=CC=C(C=C1)C#C (4-bromophenylacetylene), C(C1=CC=CC=C1)S (benzyl mercaptan), [Na] (sodium). Procedure details: A solution of 4-bromophenylacetylene (0.02 mol) and benzyl mercaptan (0.02 mol) and metallic sodium (0.02 g atom) was subjected to Procedure 2 to form (Z)-4-bromostyryl benzylsulfide. The title compound was obtained in 80% yield following oxidation. 1HNMR (CDC13) δ4.52 (2H, s), 6.80 (1H, d, JH,H=11.98), 7.18-7.59 (9H aromatic+1H ethylenic). Reaction SMILES: [Br:1][C:2]1[CH:7]=[CH:6][C:5]([C:8]#[CH:9])=[CH:4][CH:3]=1.[CH2:10]([SH:17])[C:11]1[CH:16]=[CH:15][CH:14]=[CH:13][CH:12]=1.[Na]>>[Br:1][C:2]1[CH:7]=[CH:6][C:5](/[CH:8]=[CH:9]\[CH:10]([S:17][CH:8](/[CH:9]=[CH:8]\[C:5]2[CH:6]=[CH:7][C:2]([Br:1])=[CH:3][CH:4]=2)[C:5]2[CH:6]=[CH:7][CH:2]=[CH:3][CH:4]=2)[C:11]2[CH:16]=[CH:15][CH:14]=[CH:13][CH:12]=2)=[CH:4][CH:3]=1 |^1:17|. The reactants are [Al+3], COc1ccc2sc(S(N)(=O)=O)nc2c1, CCCCCCC, [Cl-], [Cl-], [Cl-], O. Product: NS(=O)(=O)c1nc2cc(O)ccc2s1. RXN SMILES: [Al+3:17].[CH3:1][O:2][c:3]1[cH:4][cH:5][c:6]2[c:7]([n:8][c:9]([S:11](=[O:12])(=[O:13])[NH2:14])[s:10]2)[cH:15]1.[CH3:21][CH2:22][CH2:23][CH2:24][CH2:25][CH2:26][CH3:27].[Cl-:16].[Cl-:18].[Cl-:19].[OH2:20]>>[OH:2][c:3]1[cH:4][cH:5][c:6]2[c:7]([n:8][c:9]([S:11](=[O:12])(=[O:13])[NH2:14])[s:10]2)[cH:15]1. The reactants are C(Cl)C1CO1 (Epichlorohydrin), C(C)(C)O (isopropyl alcohol), C1(O)=CC=C(O)C=C1 (hydroquinone), [OH-].[Na+] (NaOH). Solvent: O (water). Conditions: temperature 79 celsius. Product: C=1(O)C2=C(C(O)=CC1)C1C(COCC3C2O3)O1 (hydroquinone diglycidyl ether). RXN SMILES: [CH2:1]([CH:3]1[O:5][CH2:4]1)Cl.[CH:6]([OH:9])([CH3:8])[CH3:7].[C:10]1([CH:17]=[CH:16][C:14]([OH:15])=[CH:13][CH:12]=1)[OH:11].[OH-:18].[Na+]>O>[C:6]1([C:8]2[CH:4]3[O:5][CH:3]3[CH2:1][O:18][CH2:12][CH:10]3[O:11][CH:17]3[C:16]=2[C:14](=[CH:13][CH:7]=1)[OH:15])[OH:9] |f:3.4|. Procedure: Epichlorohydrin (222 g, 2.4 mol), isopropyl alcohol (120 mL), and hydroquinone (33 g, 0.3 mol) were added to a four-neck 1 L round bottom flask equipped with a condenser, mechanical stirrer, nitrogen source, and an addition funnel containing 28.8 g NaOH in 40 g water. While purging with nitrogen, NaOH solution was added dropwise and the reaction was then heated to 75-83° C. The solution color changed from dark brown to yellow with white solid precipitate after 6 hours. The solution was filtered ...